From a dataset of the Open Reaction Database (ORD), a public repository of structured organic reaction records. describe an organic reaction: reactants, conditions, products, and yield The reactants are CSc1cc(-c2nc(=O)c3ccccc3s2)ccn1, ClC(Cl)Cl, O=C(OO)c1cccc(Cl)c1. Product: CS(=O)c1cc(-c2nc(=O)c3ccccc3s2)ccn1. As a reaction SMILES: [CH3:1][S:2][c:3]1[n:4][cH:5][cH:6][c:7](-[c:9]2[s:10][c:11]3[c:12]([c:13](=[O:15])[n:14]2)[cH:16][cH:17][cH:18][cH:19]3)[cH:8]1.[CH:31]([Cl:32])([Cl:33])[Cl:34].[OH:20][O:21][C:22]([c:23]1[cH:24][c:25]([Cl:26])[cH:27][cH:28][cH:29]1)=[O:30]>>[CH3:1][S:2]([c:3]1[n:4][cH:5][cH:6][c:7](-[c:9]2[s:10][c:11]3[c:12]([c:13](=[O:15])[n:14]2)[cH:16][cH:17][cH:18][cH:19]3)[cH:8]1)=[O:20]. As a reaction SMILES: [CH3:26][O:27][CH2:28][CH:29]1[O:30][CH2:31]1.[CH3:32][N:33]([CH3:34])[CH:35]=[O:36].[Cl:1][c:2]1[c:3]([C:4](=[O:5])[NH:6][CH2:7][C:8]2([OH:15])[CH2:9][CH2:10][CH2:11][CH2:12][CH2:13][CH2:14]2)[cH:16][c:17](-[c:20]2[n:21][nH:22][c:23]([CH3:25])[cH:24]2)[cH:18][cH:19]1>>[Cl:1][c:2]1[c:3]([C:4](=[O:5])[NH:6][CH2:7][C:8]2([OH:15])[CH2:9][CH2:10][CH2:11][CH2:12][CH2:13][CH2:14]2)[cH:16][c:17](-[c:20]2[n:21][n:22]([CH2:31][CH:29]([CH2:28][O:27][CH3:26])[OH:30])[c:23]([CH3:25])[cH:24]2)[cH:18][cH:19]1. Product: COCC(O)Cn1nc(-c2ccc(Cl)c(C(=O)NCC3(O)CCCCCC3)c2)cc1C. The reactants are COCC1CO1, CN(C)C=O, Cc1cc(-c2ccc(Cl)c(C(=O)NCC3(O)CCCCCC3)c2)n[nH]1. The reactants are FC(C(=O)O)(F)F.FC(C(=O)O)(F)F.FC(C(=O)O)(F)F.FC(C(=O)O)(F)F.ClC=1C=NC=2NC=3C=NC=C(CCC4=C(C=CC(NC1N2)=C4)NCCC4CCNCC4)C3 (6-chloro-N-(2-piperidin-4-ylethyl)-2,4,8,18,22-pentaazatetracyclo[14.3.1.1(3,7).1(9,13)]docosa-1(20),3(22),4,6,9(21),10,12,16,18-nonaen-12-amine tetrakis(trifluoroacetate)), FC1=C(C=CC=C1)S(=O)(=O)Cl (2-fluorobenzenesulphonyl chloride). Yields the product FC(C(=O)O)(F)F.FC(C(=O)O)(F)F.FC(C(=O)O)(F)F.ClC=1C=NC=2NC=3C=NC=C(CCC4=C(C=CC(NC1N2)=C4)NCCC4CCN(CC4)S(=O)(=O)C4=C(C=CC=C4)F)C3 (6-Chloro-N-(2-{1-[(2-fluorophenyl)sulfonyl]piperidin-4-yl}ethyl)-2,4,8,18,22-pentaazatetracyclo[14.3.1.1(3,7).1(9,13)]docosa-1(20),3(22),4,6,9(21),10,12,16,18-nonaen-12-amine tris(trifluoroacetate)). Isolated yield 50.0%. As a reaction SMILES: [F:1][C:2]([F:7])([F:6])[C:3]([OH:5])=[O:4].[F:8][C:9]([F:14])([F:13])[C:10]([OH:12])=[O:11].[F:15][C:16]([F:21])([F:20])[C:17]([OH:19])=[O:18].FC(F)(F)C(O)=O.[Cl:29][C:30]1[CH:31]=[N:32][C:33]2[NH:34][C:35]3[CH:36]=[N:37][CH:38]=[C:39]([CH:60]=3)[CH2:40][CH2:41][C:42]3[CH:50]=[C:46]([NH:47][C:48]=1[N:49]=2)[CH:45]=[CH:44][C:43]=3[NH:51][CH2:52][CH2:53][CH:54]1[CH2:59][CH2:58][NH:57][CH2:56][CH2:55]1.[F:61][C:62]1[CH:67]=[CH:66][CH:65]=[CH:64][C:63]=1[S:68](Cl)(=[O:70])=[O:69]>>[F:1][C:2]([F:7])([F:6])[C:3]([OH:5])=[O:4].[F:8][C:9]([F:14])([F:13])[C:10]([OH:12])=[O:11].[F:15][C:16]([F:21])([F:20])[C:17]([OH:19])=[O:18].[Cl:29][C:30]1[CH:31]=[N:32][C:33]2[NH:34][C:35]3[CH:36]=[N:37][CH:38]=[C:39]([CH:60]=3)[CH2:40][CH2:41][C:42]3[CH:50]=[C:46]([NH:47][C:48]=1[N:49]=2)[CH:45]=[CH:44][C:43]=3[NH:51][CH2:52][CH2:53][CH:54]1[CH2:55][CH2:56][N:57]([S:68]([C:63]2[CH:64]=[CH:65][CH:66]=[CH:67][C:62]=2[F:61])(=[O:70])=[O:69])[CH2:58][CH2:59]1 |f:0.1.2.3.4,6.7.8.9|. Procedure: The desired compound was prepared according to the procedure of Example D20, step A, using 6-chloro-N-(2-piperidin-4-ylethyl)-2,4,8,18,22-pentaazatetracyclo[14.3.1.1(3,7).1(9,13)]docosa-1(20),3(22),4,6,9(21),10,12,16,18-nonaen-12-amine tetrakis(trifluoroacetate) and 2-fluorobenzenesulphonyl chloride as the starting materials in 50% yield. LCMS for C30H32ClFN7O2S (M+H)+: m/z=608.1. Reactants: OC1=CC=C(C=C1)[C@@H](CC(=O)OC)CCC (Methyl (3R)-3-(4-hydroxyphenyl)hexanoate), BrBr (Br2). Run in CC(=O)O (AcOH). Conditions: time 1 hour. The product is BrC=1C=C(C=CC1O)[C@@H](CC(=O)OC)CCC (Methyl (3R)-3-(3-bromo-4-hydroxyphenyl)hexanoate). The yield is 90.8%. Reaction SMILES: [OH:1][C:2]1[CH:7]=[CH:6][C:5]([C@H:8]([CH2:14][CH2:15][CH3:16])[CH2:9][C:10]([O:12][CH3:13])=[O:11])=[CH:4][CH:3]=1.[Br:17]Br>CC(O)=O>[Br:17][C:7]1[CH:6]=[C:5]([C@H:8]([CH2:14][CH2:15][CH3:16])[CH2:9][C:10]([O:12][CH3:13])=[O:11])[CH:4]=[CH:3][C:2]=1[OH:1]. Procedure: To 10.1 (50 mg, 0.23 mmol) was added Br2 (36 mg, 11.6 μl, 0.23 mmol) in AcOH (1 mL) at room temperature. After 1 hour, the red color disappeared to give a pale orange solution. The solution was concentrated and purified by silica gel chromatography (0 to 50% EtOAc/hexanes) to afford a 27.1 (0.0629 g, 90.8% yield). Reactants: COc1ccc(CC(=O)O)cc1, COc1ccc(S(N)(=O)=O)cc1. The reagents and catalysts are CCN=C=NCCCN(C)C.Cl (EDC-HCl), CCN(CC)CC (TEA), C1=CC=C2C(=C1)N=NN2O (HOBt). Run in CN(C)C=O (DMF), CN(C)C=O (DMF), CN(C)C=O (DMF), CN(C)C=O (DMF), CN(C)C=O (DMF), CN(C)C=O (DMF). Run at temperature 25 celsius, time 2 hour. Yields the product COc1ccc(CC(=O)NS(=O)(=O)c2ccc(OC)cc2)cc1. Isolated yield 9.3%. RXN SMILES: COc1ccc(S(N)(=O)=O)cc1.COc1ccc(CC(=O)O)cc1.CCN=C=NCCCN(C)C.Cl.C1=CC=C2C(=C1)N=NN2O.CCN(CC)CC.CN(C)C=O>>COc1ccc(CC(=O)NS(=O)(=O)c2ccc(OC)cc2)cc1. Starting materials: ClC1=NC=C(C(=N1)NC1=C(C=CC=C1)OCCN1CCOCC1)Cl ((2,5-dichloro-pyrimidin-4-yl)-[2-(2-morpholin-4-yl-ethoxy)-phenyl]-amine), NC=1C=CC2=C(NC(CCC2)=O)C1 (8-amino-1,3,4,5-tetrahydro-benzo[b]azepin-2-one), C(C)(C)O (isopropyl alcohol), Cl (hydrogen chloride). Run in O1CCOCC1 (1,4-dioxane), C(C)N(CC)CC (Triethylamine). Conditions: temperature 120 celsius. Yields the product ClC=1C(=NC(=NC1)NC=1C=CC2=C(NC(CCC2)=O)C1)NC1=C(C=CC=C1)OCCN1CCOCC1 (8-{5-Chloro-4-[2-(2-morpholin-4-yl-ethoxy)-phenylamino]-pyrimidin-2-ylamino}-1,3,4,5-tetrahydro-benzo[b]azepin-2-one). As a reaction SMILES: Cl[C:2]1[N:7]=[C:6]([NH:8][C:9]2[CH:14]=[CH:13][CH:12]=[CH:11][C:10]=2[O:15][CH2:16][CH2:17][N:18]2[CH2:23][CH2:22][O:21][CH2:20][CH2:19]2)[C:5]([Cl:24])=[CH:4][N:3]=1.[NH2:25][C:26]1[CH:27]=[CH:28][C:29]2[CH2:35][CH2:34][CH2:33][C:32](=[O:36])[NH:31][C:30]=2[CH:37]=1.C(O)(C)C.Cl>O1CCOCC1.C(N(CC)CC)C>[Cl:24][C:5]1[C:6]([NH:8][C:9]2[CH:14]=[CH:13][CH:12]=[CH:11][C:10]=2[O:15][CH2:16][CH2:17][N:18]2[CH2:23][CH2:22][O:21][CH2:20][CH2:19]2)=[N:7][C:2]([NH:25][C:26]2[CH:27]=[CH:28][C:29]3[CH2:35][CH2:34][CH2:33][C:32](=[O:36])[NH:31][C:30]=3[CH:37]=2)=[N:3][CH:4]=1. Procedure: Into a microwave vial, (2,5-dichloro-pyrimidin-4-yl)-[2-(2-morpholin-4-yl-ethoxy)-phenyl]-amine (100.0 mg, 0.2708 mmol), 8-amino-1,3,4,5-tetrahydro-benzo[b]azepin-2-one (61.2 mg, 0.348 mmole), isopropyl alcohol (2.00 mL, 26.1 mmol) and 4 M of hydrogen chloride in 1,4-dioxane (0.20 mL) were added, respectively. The reaction was heated in the microwave on 300 watts, 120° C. for 20 minutes. Triethylamine (0.2 mL) was added. The reaction was concentrated to dryness. The desired product was isolated ...